The task is: describe an organic reaction: reactants, conditions, products, and yield. This data is from the Open Reaction Database (ORD), a public repository of structured organic reaction records. The reactants are C(C)(=O)C1=C(C(=C(OCCCC(=O)O)C=C1)CCC)O (4-(4-Acetyl-3-hydroxy-2-propylphenoxy)butanoic acid), N1=CC(=CC=C1)CCCN (3-pyridine propanamine). Product: C(C)(=O)C1=C(C(=C(OCCCC(=O)NCCCC=2C=NC=CC2)C=C1)CCC)O (4-(4-acetyl-3-hydroxy-2-propylphenoxy)-N-[3-(3-pyridinyl)propyl]butanamide). RXN SMILES: [C:1]([C:4]1[CH:16]=[CH:15][C:7]([O:8][CH2:9][CH2:10][CH2:11][C:12]([OH:14])=O)=[C:6]([CH2:17][CH2:18][CH3:19])[C:5]=1[OH:20])(=[O:3])[CH3:2].[N:21]1[CH:26]=[CH:25][CH:24]=[C:23]([CH2:27][CH2:28][CH2:29][NH2:30])[CH:22]=1>>[C:1]([C:4]1[CH:16]=[CH:15][C:7]([O:8][CH2:9][CH2:10][CH2:11][C:12]([NH:30][CH2:29][CH2:28][CH2:27][C:23]2[CH:22]=[N:21][CH:26]=[CH:25][CH:24]=2)=[O:14])=[C:6]([CH2:17][CH2:18][CH3:19])[C:5]=1[OH:20])(=[O:3])[CH3:2]. Reported procedure: 4-(4-Acetyl-3-hydroxy-2-propylphenoxy)butanoic acid was allowed to react with 3-pyridine propanamine according to procedure A and the product was purified by chromatography on silica gel to give 4-(4-acetyl-3-hydroxy-2-propylphenoxy)-N-[3-(3-pyridinyl)propyl]butanamide, the title compound, mp 97°-98° (from methylene chloride-ether) in 88% yield. Reported procedure: A mixture of commercially available 3-nitro-5-(4,4,5,5-tetramethyl-1,3,2-dioxaborolan-2-yl)pyridin-2-amine (125 mg, 0.47 mmol), 4-[6,7-bis(methyloxy)quinolin-4-yl]-7-bromo-2,3,4,5-tetrahydro-1,4-benzoxazepine (155 mg, 0.47 mmol), [1,1′-bis(diphenylphosphino)ferrocene]dichloropalladium(II), complex with dichloromethane (34 mg, 0.05 mmol), cesium carbonate (300 mg, 2.4 mmol) in 1,4-dioxane (20 mL) and water (2 mL) was degassed with nitrogen for 5 minutes and then stirred at 93° C. for 18 hours. Th... As a reaction SMILES: [N+:1]([C:4]1[C:5]([NH2:19])=[N:6][CH:7]=[C:8](B2OC(C)(C)C(C)(C)O2)[CH:9]=1)([O-:3])=[O:2].[CH3:20][O:21][C:22]1[CH:23]=[C:24]2[C:29](=[CH:30][C:31]=1[O:32][CH3:33])[N:28]=[CH:27][CH:26]=[C:25]2[N:34]1[CH2:40][C:39]2[CH:41]=[C:42](Br)[CH:43]=[CH:44][C:38]=2[O:37][CH2:36][CH2:35]1.ClCCl.C(=O)([O-])[O-].[Cs+].[Cs+]>O1CCOCC1.O.C1C=CC(P(C2C=CC=CC=2)[C-]2C=CC=C2)=CC=1.C1C=CC(P(C2C=CC=CC=2)[C-]2C=CC=C2)=CC=1.Cl[Pd]Cl.[Fe+2]>[CH3:20][O:21][C:22]1[CH:23]=[C:24]2[C:29](=[CH:30][C:31]=1[O:32][CH3:33])[N:28]=[CH:27][CH:26]=[C:25]2[N:34]1[CH2:40][C:39]2[CH:41]=[C:42]([C:8]3[CH:9]=[C:4]([N+:1]([O-:3])=[O:2])[C:5]([NH2:19])=[N:6][CH:7]=3)[CH:43]=[CH:44][C:38]=2[O:37][CH2:36][CH2:35]1 |f:3.4.5,8.9.10.11|. Starting materials: [N+](=O)([O-])C=1C(=NC=C(C1)B1OC(C(O1)(C)C)(C)C)N (3-nitro-5-(4,4,5,5-tetramethyl-1,3,2-dioxaborolan-2-yl)pyridin-2-amine), COC=1C=C2C(=CC=NC2=CC1OC)N1CCOC2=C(C1)C=C(C=C2)Br (4-[6,7-bis(methyloxy)quinolin-4-yl]-7-bromo-2,3,4,5-tetrahydro-1,4-benzoxazepine), ClCCl (dichloromethane), C([O-])([O-])=O.[Cs+].[Cs+] (cesium carbonate). Reaction conditions: temperature 93 celsius, time 18 hour. Yields the product COC=1C=C2C(=CC=NC2=CC1OC)N1CCOC2=C(C1)C=C(C=C2)C=2C=C(C(=NC2)N)[N+](=O)[O-] (5-{4-[6,7-bis(methyloxy)quinolin-4-yl]-2,3,4,5-tetrahydro-1,4-benzoxazepin-7-yl}-3-nitropyridin-2-amine). Yield: 60.7%. The reagents and catalysts are C1=CC=C(C=C1)P([C-]2C=CC=C2)C3=CC=CC=C3.C1=CC=C(C=C1)P([C-]2C=CC=C2)C3=CC=CC=C3.Cl[Pd]Cl.[Fe+2] ([1,1′-bis(diphenylphosphino)ferrocene]dichloropalladium(II)). Run in O1CCOCC1 (1,4-dioxane), O (water). Reaction SMILES: C[N:2]([CH3:19])/[CH:3]=[C:4](/[C:10](=[O:18])[C:11]1[C:16](F)=[CH:15][CH:14]=[CH:13][N:12]=1)\[C:5]([O:7][CH2:8][CH3:9])=[O:6].P([O-])([O-])([O-])=O.[K+].[K+].[K+].[F:28][C:29]([F:45])([F:44])[C:30]1[CH:31]=[C:32]([C:36]2[CH:41]=[CH:40][CH:39]=[CH:38][C:37]=2CN)[CH:33]=[CH:34][CH:35]=1.O>CC(N(C)C)=O>[O:18]=[C:10]1[C:11]2[C:16](=[CH:15][CH:14]=[CH:13][N:12]=2)[N:2]([CH2:19][C:37]2[CH:38]=[CH:39][CH:40]=[CH:41][C:36]=2[C:32]2[CH:33]=[CH:34][CH:35]=[C:30]([C:29]([F:28])([F:45])[F:44])[CH:31]=2)[CH:3]=[C:4]1[C:5]([O:7][CH2:8][CH3:9])=[O:6] |f:1.2.3.4|. The yield is 37.1%. Run in CC(=O)N(C)C (DMA). The reactants are CN(\C=C(/C(=O)OCC)\C(C1=NC=CC=C1F)=O)C ((Z)-Ethyl 3-(dimethylamino)-2-(3-fluoropicolinoyl)acrylate), P(=O)([O-])([O-])[O-].[K+].[K+].[K+] (potassium phosphate), FC(C=1C=C(C=CC1)C1=C(C=CC=C1)CN)(F)F ((3′-(trifluoromethyl)biphenyl-2-yl)methanamine), O (water). Yields the product O=C1C(=CN(C2=CC=CN=C12)CC1=C(C=CC=C1)C1=CC(=CC=C1)C(F)(F)F)C(=O)OCC (ethyl 4-oxo-1-((3′-(trifluoromethyl)biphenyl-2-yl)methyl)-1,4-dihydro-1,5-naphthyridine-3-carboxylate). Conditions: temperature 74 celsius, time 15 hour. Procedure details: To a brown solution of (Z)-ethyl 3-(dimethylamino)-2-(3-fluoropicolinoyl)acrylate (31) (200 mg, 0.751 mmol) in DMA (dimethylacetamide) (8 mL) in a 20 mL vial were added a solid powder of tribasic potassium phosphate (399 mg, 1.88 mmol) and (3′-(trifluoromethyl)biphenyl-2-yl)methanamine (208 mg, 0.826 mmol) at room temperature under a nitrogen atmosphere. The resulting brown suspension was heated to 74° C. and stirred for 15 h at which time LCMS analysis indicated the absence of starting material... Reactants: BrCC1CC1, O=C1CCC(c2cccc(Cl)c2)C(c2ccc(Cl)cc2)N1, [H-], [Na+], CN(C)C=O. Product: O=C1CCC(c2cccc(Cl)c2)C(c2ccc(Cl)cc2)N1CC1CC1. RXN SMILES: [CH:24]1([CH2:27][Br:28])[CH2:25][CH2:26]1.[Cl:1][c:2]1[cH:3][c:4]([CH:8]2[CH2:9][CH2:10][C:11](=[O:21])[NH:12][CH:13]2[c:14]2[cH:15][cH:16][c:17]([Cl:20])[cH:18][cH:19]2)[cH:5][cH:6][cH:7]1.[H-:22].[Na+:23].[O:29]=[CH:30][N:31]([CH3:32])[CH3:33]>>[Cl:1][c:2]1[cH:3][c:4]([CH:8]2[CH2:9][CH2:10][C:11](=[O:21])[N:12]([CH2:27][CH:24]3[CH2:25][CH2:26]3)[CH:13]2[c:14]2[cH:15][cH:16][c:17]([Cl:20])[cH:18][cH:19]2)[cH:5][cH:6][cH:7]1. Reactants: N#CC1CC(F)CN1C(=O)CNC12CCC(C(=O)O)(CC1)CC2, CC(C)(C)OC(=O)c1ccc(N)cc1. Product: CC(C)(C)OC(=O)c1ccc(NC(=O)C23CCC(NCC(=O)N4CC(F)CC4C#N)(CC2)CC3)cc1. Reaction SMILES: [C:1](=[O:2])([OH:3])[C:4]12[CH2:5][CH2:6][C:7]([NH:12][CH2:13][C:14](=[O:15])[N:16]3[CH:17]([C:22]#[N:23])[CH2:18][CH:19]([F:21])[CH2:20]3)([CH2:8][CH2:9]1)[CH2:10][CH2:11]2.[NH2:24][c:25]1[cH:26][cH:27][c:28]([C:29](=[O:30])[O:31][C:32]([CH3:33])([CH3:34])[CH3:35])[cH:36][cH:37]1>>[C:1](=[O:2])([C:4]12[CH2:5][CH2:6][C:7]([NH:12][CH2:13][C:14](=[O:15])[N:16]3[CH:17]([C:22]#[N:23])[CH2:18][CH:19]([F:21])[CH2:20]3)([CH2:8][CH2:9]1)[CH2:10][CH2:11]2)[NH:24][c:25]1[cH:26][cH:27][c:28]([C:29](=[O:30])[O:31][C:32]([CH3:33])([CH3:34])[CH3:35])[cH:36][cH:37]1. Reactants: N1=CC=C(C=C1)C1C(N(C(C1)=O)CC(=O)O)=O ([3-(4-pyridyl)-2,5-dioxopyrrolidin-1-yl]acetic acid), [H][H] (hydrogen), O (water). Reagents/catalysts: [Rh] (rhodium on carbon). The solvent is C(C)(=O)O (acetic acid). Product: N1CCC(CC1)C1C(N(C(C1)=O)CC(=O)O)=O ([3-(piperidin-4-yl)-2,5-dioxopyrrolidin-1-yl]acetic acid). Reaction SMILES: [N:1]1[CH:6]=[CH:5][C:4]([CH:7]2[CH2:11][C:10](=[O:12])[N:9]([CH2:13][C:14]([OH:16])=[O:15])[C:8]2=[O:17])=[CH:3][CH:2]=1.[H][H].O>C(O)(=O)C.[Rh]>[NH:1]1[CH2:6][CH2:5][CH:4]([CH:7]2[CH2:11][C:10](=[O:12])[N:9]([CH2:13][C:14]([OH:16])=[O:15])[C:8]2=[O:17])[CH2:3][CH2:2]1. Procedure: 2.8 g of [3-(4-pyridyl)-2,5-dioxopyrrolidin-1-yl]acetic acid are suspended in 160 ml of acetic acid and hydrogenated in an autoclave at 100° C. and a hydrogen pressure of 150 bar for 24 h using 100 mg of 5% rhodium on carbon as a catalyst. The catalyst is then filtered off and the filtrate is concentrated to dryness in vacuo. The product thus obtained is taken up in a little water and freeze-dried. Starting materials: C(CC1=CC=CC=C1)O (phenethyl alcohol), COC=1C=C(CCO)C=CC1OC (3,4-dimethoxyphenethyl alcohol), C(C)OC(CN)OCC (aminoacetaldehyde diethyl acetal). The product is C(CC(=O)C)(=O)OCC (ethyl acetoacetate), C(C)OC(CC1(OCCC2=CC=CC=C12)C)=O (1-methyl-1-isochromanacetic acid ethyl ester). As a reaction SMILES: C[O:2][C:3]1[CH:4]=[C:5]([CH:9]=[CH:10][C:11]=1OC)[CH2:6][CH2:7][OH:8].[CH2:14]([O:16][CH:17]([O:20][CH2:21][CH3:22])[CH2:18]N)[CH3:15].[CH2:23]([OH:31])[CH2:24][C:25]1[CH:30]=CC=CC=1>>[C:17]([O:20][CH2:21][CH3:22])(=[O:16])[CH2:18][C:3]([CH3:11])=[O:2].[CH2:14]([O:16][C:23](=[O:31])[CH2:24][C:25]1([CH3:30])[C:4]2[C:5](=[CH:9][CH:10]=[CH:11][CH:3]=2)[CH2:6][CH2:7][O:8]1)[CH3:15]. Procedure details: In the same manner but replacing 3,4-dimethoxyphenethyl alcohol and aminoacetaldehyde diethyl acetal with equivalent amounts of phenethyl alcohol, Khafagy and Lambooy, cited above, and ethyl acetoacetate, respectively, 1-methyl-1-isochromanacetic acid ethyl ester, νmaxCHCl3 1720 cm-1, nmr (CDCl3) δ1.5, 2.85, is obtained. Likewise, replacement with equivalent amounts of 1-naphthaleneethanol, M. Mousseron and Nguyen-Phuoc-Du. Bull. Soc. Chim. Fr., 91 (1948), and ethyl acetoacetate, gives 1,2-dihyd... Reactants: CCOCCn1c(N2CCCN(C)CC2)nc2ccccc21, CC#N, C1CCOC1, O=[N+]([O-])O. Yields the product CCOCCn1c(N2CCCN(C)CC2)nc2ccccc21, O=[N+]([O-])[O-]. Reaction SMILES: [CH3:1][CH2:2][O:3][CH2:4][CH2:5][n:6]1[c:7]([N:15]2[CH2:16][CH2:17][CH2:18][N:19]([CH3:20])[CH2:21][CH2:22]2)[n:8][c:9]2[cH:10][cH:11][cH:12][cH:13][c:14]12.[CH3:32][C:33]#[N:34].[O:23]1[CH2:24][CH2:25][CH2:26][CH2:27]1.[OH:28][N+:29]([O-:30])=[O:31]>>[CH3:1][CH2:2][O:3][CH2:4][CH2:5][n:6]1[c:7]([N:15]2[CH2:16][CH2:17][CH2:18][N:19]([CH3:20])[CH2:21][CH2:22]2)[n:8][c:9]2[cH:10][cH:11][cH:12][cH:13][c:14]12.[O:28]=[N+:29]([O-:30])[O-:31].